This data is from the Open Reaction Database (ORD), a public repository of structured organic reaction records. The task is: describe an organic reaction: reactants, conditions, products, and yield As a reaction SMILES: CS(OS(C)(=O)=O)(=O)=O.[C:10]([C:14]1[CH:15]=[C:16]([NH:20][C:21]([NH:23][CH2:24][C:25]2[CH:30]=[CH:29][CH:28]=[CH:27][C:26]=2[NH:31][C:32]2[CH:33]=[C:34]3[C:38](=[CH:39][CH:40]=2)[N:37]([CH2:41][CH2:42][CH2:43]O)[N:36]=[CH:35]3)=O)[N:17]([CH3:19])[N:18]=1)([CH3:13])([CH3:12])[CH3:11].[CH:45]([N:48](C(C)C)CC)([CH3:47])[CH3:46].C(N)(C)C.CC#N.[OH2:61]>>[C:10]([C:14]1[CH:15]=[C:16]([NH:20][C:21]([NH:23][CH2:24][C:25]2[CH:30]=[CH:29][CH:28]=[CH:27][C:26]=2[NH:31][C:32]2[CH:33]=[C:34]3[C:38](=[CH:39][CH:40]=2)[N:37]([CH2:41][CH2:42][CH2:43][NH:48][CH:45]([CH3:47])[CH3:46])[N:36]=[CH:35]3)=[O:61])[N:17]([CH3:19])[N:18]=1)([CH3:13])([CH3:12])[CH3:11] |f:4.5|. The reactants are CC#N.O (CH3CN H2O), CS(=O)(=O)OS(=O)(=O)C (Methanesulfonic anhydride), C(C)(C)(C)C=1C=C(N(N1)C)NC(=O)NCC1=C(C=CC=C1)NC=1C=C2C=NN(C2=CC1)CCCO (1-(5-tert-Butyl-2-methyl-2H-pyrazol-3-yl)-3-{2-[1-(3-hydroxypropyl)-1H-indazol-5-ylamino]-benzyl}-urea), C(C)(C)N(CC)C(C)C (diisopropylethylamine), C(C)(C)N (Isopropylamine). Procedure details: Methanesulfonic anhydride (18 mg, 0.11 mmol) was added to a solution of alcohol (7s) (36 mg, 0.076 mmol) and diisopropylethylamine (29 mg, 0.23 mmol) at room temperature. The solution was stirred for 1 hour. Isopropylamine (0.13 mL, 1.50 mmol) was added and the reaction was stirred at room temperature for 60 hours. The volatiles were removed in vacuo. The crude product was purified on silica gel with 5% MeOH/CH2Cl2 containing 1% Et3N and then on C18 silica with CH3CN/H2O to afford the desired co... Product: C(C)(C)(C)C=1C=C(N(N1)C)NC(=O)NCC1=C(C=CC=C1)NC=1C=C2C=NN(C2=CC1)CCCNC(C)C (1-(5-tert-Butyl-2-methyl-2H-pyrazol-3-yl)-3-{2-[1-(3-isopropylaminopropyl)-1H-indazol-5-ylamino]-benzyl}-urea). Yield: 20.0%. Conditions: time 1 hour. As a reaction SMILES: [C-:1]#[N:2].[CH3:22][S:23]([CH3:24])=[O:25].[Cl:4][CH2:5][c:6]1[n:7][c:8](-[c:12]2[cH:13][cH:14][c:15]([C:18]([F:19])([F:20])[F:21])[cH:16][cH:17]2)[o:9][c:10]1[CH3:11].[Na+:3]>>[C:1](#[N:2])[CH2:5][c:6]1[n:7][c:8](-[c:12]2[cH:13][cH:14][c:15]([C:18]([F:19])([F:20])[F:21])[cH:16][cH:17]2)[o:9][c:10]1[CH3:11]. Yields the product Cc1oc(-c2ccc(C(F)(F)F)cc2)nc1CC#N. Starting materials: [C-]#N, CS(C)=O, Cc1oc(-c2ccc(C(F)(F)F)cc2)nc1CCl, [Na+].